This data is from the Open Reaction Database (ORD), a public repository of structured organic reaction records. The task is: describe an organic reaction: reactants, conditions, products, and yield Reactants: CC(CNS(=O)(=O)C(C)C)Oc1ccc(Br)cc1, CCOC(=O)c1ccc(B(O)O)cc1, COCCOC, [Na+], [Na+], O=C([O-])[O-], Cl[Pd]Cl, c1ccc(P(c2ccccc2)c2ccccc2)cc1, c1ccc(P(c2ccccc2)c2ccccc2)cc1. Product: CCOC(=O)c1ccc(-c2ccc(OC(C)CNS(=O)(=O)C(C)C)cc2)cc1. RXN SMILES: [Br:1][c:2]1[cH:3][cH:4][c:5]([O:6][CH:7]([CH2:8][NH:9][S:10](=[O:11])(=[O:12])[CH:13]([CH3:14])[CH3:15])[CH3:16])[cH:17][cH:18]1.[CH2:19]([CH3:20])[O:21][C:22](=[O:23])[c:24]1[cH:25][cH:26][c:27]([B:30]([OH:31])[OH:32])[cH:28][cH:29]1.[CH3:80][O:81][CH2:82][CH2:83][O:84][CH3:85].[Na+:33].[Na+:34].[O-:35][C:36](=[O:37])[O-:38].[Pd:39]([Cl:40])[Cl:41].[c:42]1([P:43]([c:44]2[cH:45][cH:46][cH:47][cH:48][cH:49]2)[c:50]2[cH:51][cH:52][cH:53][cH:54][cH:55]2)[cH:56][cH:57][cH:58][cH:59][cH:60]1.[c:61]1([P:62]([c:63]2[cH:64][cH:65][cH:66][cH:67][cH:68]2)[c:69]2[cH:70][cH:71][cH:72][cH:73][cH:74]2)[cH:75][cH:76][cH:77][cH:78][cH:79]1>>[c:2]1(-[c:27]2[cH:26][cH:25][c:24]([C:22]([O:21][CH2:19][CH3:20])=[O:23])[cH:29][cH:28]2)[cH:3][cH:4][c:5]([O:6][CH:7]([CH2:8][NH:9][S:10](=[O:11])(=[O:12])[CH:13]([CH3:14])[CH3:15])[CH3:16])[cH:17][cH:18]1. Starting materials: Cc1cn(C2([SiH](C)C)CC(OC(C)(C)C)C(CO)(CI)O2)c(=O)[nH]c1=O, Cc1cn(C2([SiH](C)C)CC(OC(C)(C)C)C(C)(CO)O2)c(=O)[nH]c1=O, CO, [Na+], [OH-]. Yields the product Cc1c[nH]c(=O)[nH]c1=O. As a reaction SMILES: [C:1]([O:2][CH:3]1[C:4]([CH2:5][I:6])([CH2:7][OH:8])[O:9][C:10]([SiH:11]([CH3:12])[CH3:13])([n:15]2[c:16](=[O:17])[nH:18][c:19](=[O:20])[c:21]([CH3:22])[cH:23]2)[CH2:14]1)([CH3:24])([CH3:25])[CH3:26].[C:29]([O:30][CH:31]1[C:32]([CH3:33])([CH2:34][OH:35])[O:36][C:37]([SiH:38]([CH3:39])[CH3:40])([n:41]2[cH:42][c:43]([CH3:44])[c:45](=[O:46])[nH:47][c:48]2=[O:49])[CH2:50]1)([CH3:51])([CH3:52])[CH3:53].[CH3:54][OH:55].[Na+:28].[OH-:27]>>[nH:15]1[c:16](=[O:17])[nH:18][c:19](=[O:20])[c:21]([CH3:22])[cH:23]1. The reactants are [BH4-].[Na+] (sodium borohydride), COC1=CC(=C(C(=O)NC2=C(C(=O)NC3=CC=C(C=C3)OC)C=CC(=C2)[N+](=O)[O-])C=C1)OCCC(CC1=CC=C(C=C1)OC)N (2-[4-methoxy-2-[3-(4-methoxybenzyl)-aminopropoxy]benzoylamino]-N-(4-methoxyphenyl)-4-nitrobenzamide), NCCCOC1=C(C(=O)NC2=C(C(=O)NC3=CC=C(C=C3)OC)C=CC(=C2)[N+](=O)[O-])C=CC(=C1)OC (2-[2-(3-aminopropoxy)-4-methoxybenzoylamino]-N-(4-methoxyphenyl)-4-nitrobenzamide), COC1=CC=C(C=O)C=C1 (4-methoxybenzaldehyde). Product: COC1=CC(=C(C(=O)NC2=C(C(=O)NC3=CC=C(C=C3)OC)C=CC(=C2)[N+](=O)[O-])C=C1)OCCCNCC1=CC=C(C=C1)OC (2-[4-Methoxy-2-[3-(4-methoxybenzyl)aminopropoxy]benzoylamino]-N-(4-methoxyphenyl)-4-nitrobenzamide). RXN SMILES: [BH4-].[Na+].[CH3:3][O:4][C:5]1[CH:33]=[CH:32][C:8]([C:9]([NH:11][C:12]2[CH:28]=[C:27]([N+:29]([O-:31])=[O:30])[CH:26]=[CH:25][C:13]=2[C:14]([NH:16][C:17]2[CH:22]=[CH:21][C:20]([O:23][CH3:24])=[CH:19][CH:18]=2)=[O:15])=[O:10])=[C:7]([O:34][CH2:35][CH2:36][CH:37]([NH2:47])CC2C=CC(OC)=CC=2)[CH:6]=1.NCCCO[C:53]1[CH:81]=[C:80]([O:82][CH3:83])[CH:79]=[CH:78][C:54]=1[C:55](NC1C=C([N+]([O-])=O)C=CC=1C(NC1C=CC(OC)=CC=1)=O)=O.COC1C=CC(C=O)=CC=1>>[CH3:3][O:4][C:5]1[CH:33]=[CH:32][C:8]([C:9]([NH:11][C:12]2[CH:28]=[C:27]([N+:29]([O-:31])=[O:30])[CH:26]=[CH:25][C:13]=2[C:14]([NH:16][C:17]2[CH:18]=[CH:19][C:20]([O:23][CH3:24])=[CH:21][CH:22]=2)=[O:15])=[O:10])=[C:7]([O:34][CH2:35][CH2:36][CH2:37][NH:47][CH2:55][C:54]2[CH:53]=[CH:81][C:80]([O:82][CH3:83])=[CH:79][CH:78]=2)[CH:6]=1 |f:0.1|. Reported procedure: Using methods substantially equivalent to those described in Example 94-E except that sodium borohydride was the reducing agent, 2-[4-methoxy-2-[3-(4-methoxybenzyl)-aminopropoxy]benzoylamino]-N-(4-methoxyphenyl)-4-nitrobenzamide (48 mg, 0.078 mmol, 52%) was prepared from 2-[2-(3-aminopropoxy)-4-methoxybenzoylamino]-N-(4-methoxyphenyl)-4-nitrobenzamide and 4-methoxybenzaldehyde. The reactants are CCO, C[O-], NN, [Na+], O, O, N#Cc1ccc[nH]1. Yields the product NN=C(N)c1ccc[nH]1. As a reaction SMILES: [CH3:14][CH2:15][OH:16].[CH3:8][O-:9].[NH2:12][NH2:13].[Na+:10].[OH2:11].[OH2:17].[nH:1]1[c:2]([C:6]#[N:7])[cH:3][cH:4][cH:5]1>>[nH:1]1[c:2]([C:6]([NH2:7])=[N:12][NH2:13])[cH:3][cH:4][cH:5]1. The reactants are CC(C)(C)ON, O=CCOCCCCCOc1c(Cl)cc(OCC=C(Cl)Cl)cc1Cl, Cl, Cl, c1ccncc1. Product: CC(C)(C)ON=CCOCCCCCOc1c(Cl)cc(OCC=C(Cl)Cl)cc1Cl. Reaction SMILES: [C:26]([CH3:27])([CH3:28])([CH3:29])[O:30][NH2:31].[Cl:1][c:2]1[c:3]([O:4][CH2:5][CH2:6][CH2:7][CH2:8][CH2:9][O:10][CH2:11][CH:12]=[O:13])[c:14]([Cl:24])[cH:15][c:16]([O:18][CH2:19][CH:20]=[C:21]([Cl:22])[Cl:23])[cH:17]1.[ClH:25].[ClH:32].[cH:33]1[cH:34][cH:35][n:36][cH:37][cH:38]1>>[Cl:1][c:2]1[c:3]([O:4][CH2:5][CH2:6][CH2:7][CH2:8][CH2:9][O:10][CH2:11][CH:12]=[N:31][O:30][C:26]([CH3:27])([CH3:28])[CH3:29])[c:14]([Cl:24])[cH:15][c:16]([O:18][CH2:19][CH:20]=[C:21]([Cl:22])[Cl:23])[cH:17]1. Reactants: C(C1=CC=CC=C1)N(C1=C(C(=CC=C1)NS(=O)(=O)C)C)CC1=CC=C(OC2=CC=C(OCCCC(=O)O)C=C2)C=C1 (4-(4-{4-[(benzyl{2-methyl-3-[(methylsulfonyl)amino]phenyl}amino)methyl]phenoxy}phenoxy)butanoic acid), Cl.C(C)(C)(C)OC([C@@H](N)CCC(N)=O)=O (L-glutamine tert-butyl ester hydrochloride), 258B. Reaction SMILES: [CH2:1]([N:8]([CH2:21][C:22]1[CH:41]=[CH:40][C:25]([O:26][C:27]2[CH:39]=[CH:38][C:30]([O:31][CH2:32][CH2:33][CH2:34][C:35](O)=[O:36])=[CH:29][CH:28]=2)=[CH:24][CH:23]=1)[C:9]1[CH:14]=[CH:13][CH:12]=[C:11]([NH:15][S:16]([CH3:19])(=[O:18])=[O:17])[C:10]=1[CH3:20])[C:2]1[CH:7]=[CH:6][CH:5]=[CH:4][CH:3]=1.Cl.C([O:47][C:48](=[O:56])[C@H:49]([CH2:51][CH2:52][C:53](=[O:55])[NH2:54])[NH2:50])(C)(C)C>>[CH2:1]([N:8]([CH2:21][C:22]1[CH:41]=[CH:40][C:25]([O:26][C:27]2[CH:39]=[CH:38][C:30]([O:31][CH2:32][CH2:33][CH2:34][C:35]([NH:50][C@H:49]([C:48]([OH:56])=[O:47])[CH2:51][CH2:52][C:53](=[O:55])[NH2:54])=[O:36])=[CH:29][CH:28]=2)=[CH:24][CH:23]=1)[C:9]1[CH:14]=[CH:13][CH:12]=[C:11]([NH:15][S:16]([CH3:19])(=[O:17])=[O:18])[C:10]=1[CH3:20])[C:2]1[CH:3]=[CH:4][CH:5]=[CH:6][CH:7]=1 |f:1.2|. The product is C(C1=CC=CC=C1)N(C1=C(C(=CC=C1)NS(=O)(=O)C)C)CC1=CC=C(OC2=CC=C(OCCCC(=O)N[C@@H](CCC(N)=O)C(=O)O)C=C2)C=C1 (N˜2˜-[4-(4-{4-[(benzyl{2-methyl-3-[(methylsulfonyl)amino]phenyl}amino)methyl]phenoxy}phenoxy)butanoyl]-L-glutamine). Procedure: The product from Example 233 and L-glutamine tert-butyl ester hydrochloride were processed as described in Example 251A and 258B to provide the titled compound. 1H NMR (500 MHz, DMSO-d6) δ12.00-12.89 (br.s, 1 H), 8.94 (s, 1 H), 8.13 (d, 1 H), 7.24 (m, 8 H), 6.98 (m, 7 H), 6.82 (d, 2 H), 6.73 (s, 1 H), 4.16 (m, 1 H), 4.05 (s, 2 H), 4.00 (s, 2 H), 3.95 (m, 2 H), 2.91 (s, 3 H), 2.39 (s, 3 H), 2.29 (t, 2 H), 2.12 (m, 2 H), 1.94 (m, 3 H), 1.74 (m, 1 H), MS (ESI+) m/z 703 (M+H)+.